Dataset: the Open Reaction Database (ORD), a public repository of structured organic reaction records. Task: describe an organic reaction: reactants, conditions, products, and yield Starting materials: C([O-])([O-])=O.[Na+].[Na+] (sodium carbonate), [SiH](CC)(CC)CC (Et3SiH), B(F)(F)F.CCOCC (BF3.Et2O), BrC=1C=CC(=C(C1OC)C(=O)C1=CC=C(C=C1)OCC)Cl ((5-bromo-2-chloro-6-methoxyphenyl)(4-ethoxyphenyl)methanone). The solvent is C(Cl)(Cl)Cl.C(C)#N (chloroform acetonitrile). Run at time 16 hour. Yields the product BrC1=CC(=C(C=C1OC)Cl)CC1=CC=C(C=C1)OCC (1-bromo-4-chloro-3-(4-ethoxybenzyl)-6-methoxybenzene). Isolated yield 102.5%. Reaction SMILES: [SiH](CC)(CC)CC.B(F)(F)F.C[CH2:13][O:14]CC.[Br:17][C:18]1[CH:19]=[CH:20][C:21]([Cl:37])=[C:22]([C:26]([C:28]2[CH:33]=[CH:32][C:31]([O:34][CH2:35][CH3:36])=[CH:30][CH:29]=2)=O)[C:23]=1OC.C(=O)([O-])[O-].[Na+].[Na+]>C(Cl)(Cl)Cl.C(#N)C>[Br:17][C:18]1[C:19]([O:14][CH3:13])=[CH:20][C:21]([Cl:37])=[C:22]([CH2:26][C:28]2[CH:29]=[CH:30][C:31]([O:34][CH2:35][CH3:36])=[CH:32][CH:33]=2)[CH:23]=1 |f:1.2,4.5.6,7.8|. Procedure: Then, Et3SiH (1.62 mL, 10.1 mmol) and BF3.Et2O (0.772 mL, 6.09 mmol) were added sequentially to a chloroform-acetonitrile (1:1; 16 mL) solution of (5-bromo-2-chloro-6-methoxyphenyl)(4-ethoxyphenyl)methanone (1.50 g, 4.06 mmol) at −5° C. The reaction mixture was warmed to room temperature and stirred for 16 hours. After the reaction mixture was added with a saturated sodium carbonate aqueous solution and extracted with chloroform, the organic layer was washed with brine and dried with anhydrous m... Isolated yield 28.0%. The reactants are CC=1C=C(C=C(C1)C)C(C#N)NC1=CC=C(C=C1)S(N)(=O)=O (α-(3,5-dimethylphenyl)-α-(4-sulfamoylanilino)acetonitrile), O=CC(C)=C (methacrolein). Yields the product CC=1C=C(N(C1)C1=CC=C(C=C1)S(N)(=O)=O)C1=CC(=CC(=C1)C)C (4-Methyl-2-(3,5-dimethylphenyl)-1-(4-sulfamoylphenyl)pyrrole), powder. As a reaction SMILES: [CH3:1][C:2]1[CH:3]=[C:4]([CH:9]([NH:12][C:13]2[CH:18]=[CH:17][C:16]([S:19](=[O:22])(=[O:21])[NH2:20])=[CH:15][CH:14]=2)[C:10]#N)[CH:5]=[C:6]([CH3:8])[CH:7]=1.O=[CH:24][C:25](=C)[CH3:26]>>[CH3:26][C:25]1[CH:10]=[C:9]([C:4]2[CH:3]=[C:2]([CH3:1])[CH:7]=[C:6]([CH3:8])[CH:5]=2)[N:12]([C:13]2[CH:18]=[CH:17][C:16]([S:19](=[O:22])(=[O:21])[NH2:20])=[CH:15][CH:14]=2)[CH:24]=1. Procedure: Following a procedure similar to that described in Example 1(iii), but using α-(3,5-dimethylphenyl)-α-(4-sulfamoylanilino)acetonitrile [prepared as described in step (ii) above] and methacrolein as starting materials, the title compound was obtained as a slightly brown powder (yield 28%), melting at 163-166° C. Starting materials: BrC1=CC=C(C=C1)N1C(=NN=C1C1=CC=CC=C1)C1=CC=CC=C1 (4-(4-bromophenyl)-3,5-diphenyl-4H-1,2,4-triazole), N1=CC(=CC=C1)B(O)O (3-pyridineboronic acid), C([O-])([O-])=O.[Na+].[Na+] (sodium carbonate). Reagents/catalysts: C=1C=CC(=CC1)[P](C=2C=CC=CC2)(C=3C=CC=CC3)[Pd]([P](C=4C=CC=CC4)(C=5C=CC=CC5)C=6C=CC=CC6)([P](C=7C=CC=CC7)(C=8C=CC=CC8)C=9C=CC=CC9)[P](C=1C=CC=CC1)(C=1C=CC=CC1)C=1C=CC=CC1 (tetrakis(triphenylphosphine)palladium(0)). The solvent is COCCOC (1,2-dimethoxyethane). Reaction conditions: temperature 95 celsius, time 3 hour. Product: C1(=CC=CC=C1)C1=NN=C(N1C1=CC=C(C=C1)C=1C=NC=CC1)C1=CC=CC=C1 (3-(4-(3,5-diphenyl-4H-1,2,4-triazol-4-yl)phenyl)pyridine). Isolated yield 75.6%. As a reaction SMILES: Br[C:2]1[CH:7]=[CH:6][C:5]([N:8]2[C:12]([C:13]3[CH:18]=[CH:17][CH:16]=[CH:15][CH:14]=3)=[N:11][N:10]=[C:9]2[C:19]2[CH:24]=[CH:23][CH:22]=[CH:21][CH:20]=2)=[CH:4][CH:3]=1.[N:25]1[CH:30]=[CH:29][CH:28]=[C:27](B(O)O)[CH:26]=1.C(=O)([O-])[O-].[Na+].[Na+]>C1C=CC([P]([Pd]([P](C2C=CC=CC=2)(C2C=CC=CC=2)C2C=CC=CC=2)([P](C2C=CC=CC=2)(C2C=CC=CC=2)C2C=CC=CC=2)[P](C2C=CC=CC=2)(C2C=CC=CC=2)C2C=CC=CC=2)(C2C=CC=CC=2)C2C=CC=CC=2)=CC=1.COCCOC>[C:19]1([C:9]2[N:8]([C:5]3[CH:6]=[CH:7][C:2]([C:27]4[CH:26]=[N:25][CH:30]=[CH:29][CH:28]=4)=[CH:3][CH:4]=3)[C:12]([C:13]3[CH:14]=[CH:15][CH:16]=[CH:17][CH:18]=3)=[N:11][N:10]=2)[CH:20]=[CH:21][CH:22]=[CH:23][CH:24]=1 |f:2.3.4,^1:43,45,64,83|. Procedure details: Into a 100 mL three-neck flask were put 2.0 g (5.3 mmol) of 4-(4-bromophenyl)-3,5-diphenyl-4H-1,2,4-triazole, 0.98 g (8.0 mmol) of 3-pyridineboronic acid, and 0.28 g (1.1 mmol) of tetrakis(triphenylphosphine)palladium(0), and 10 mL of 1,2-dimethoxyethane (DME) and 10 mL of a 2M sodium carbonate aqueous solution were added to the mixture. This mixture was degassed under reduced pressure. After that, the air in the flask was replaced with nitrogen. This mixture was stirred at 95° C. for 3 hours. A... Reaction conditions: temperature 120 celsius. Yields the product NC1=NC=C(C2=C1C1=C(S2)C=C(C=C1)C1=CC(=CC=C1)C(F)(F)F)C(=O)N (1-Amino-7-[3-(trifluoromethyl)phenyl][1]benzothieno[3,2-c]pyridine-4-carboxamide). Reported procedure: A mixture of 1-amino7-bromo[1]benzothieno[3,2-c]pyridine-4-carboxamide (Example 12, Step 10), 3-trifluoromethylboronic acid (1.5 equiv), PdCl2dppf (0.1 equiv), Na2CO3 1 M (3.0 equiv) in DMF (0.15 M) was heated in the microwave reactor at 120° C. for 10 min. The reaction mixture was partitioned between EtOAc and H2O with the addition of DMSO. The organic phase was separated, dried over Na2SO4, filtered, evaporated and purified by flash chromatography (10% MeOH in CH2Cl2) to provide the title comp... Starting materials: NC1=NC=C(C2=C1C1=C(S2)C=C(C=C1)Br)C(=O)N (1-Amino-7-bromo[1]benzothieno[3,2-c]pyridine-4-carboxamide), B(C1=CC(=CC=C1)C(F)(F)F)(O)O (3-trifluoromethylboronic acid), PdCl2dppf, C(=O)([O-])[O-].[Na+].[Na+] (Na2CO3). The solvent is CN(C)C=O (DMF). As a reaction SMILES: [NH2:1][C:2]1[C:7]2[C:8]3[CH:14]=[CH:13][C:12](Br)=[CH:11][C:9]=3[S:10][C:6]=2[C:5]([C:16]([NH2:18])=[O:17])=[CH:4][N:3]=1.B(O)(O)[C:20]1[CH:25]=[CH:24][CH:23]=[C:22]([C:26]([F:29])([F:28])[F:27])[CH:21]=1.C([O-])([O-])=O.[Na+].[Na+]>CN(C=O)C>[NH2:1][C:2]1[C:7]2[C:8]3[CH:14]=[CH:13][C:12]([C:20]4[CH:25]=[CH:24][CH:23]=[C:22]([C:26]([F:29])([F:28])[F:27])[CH:21]=4)=[CH:11][C:9]=3[S:10][C:6]=2[C:5]([C:16]([NH2:18])=[O:17])=[CH:4][N:3]=1 |f:2.3.4|. Starting materials: N[C@@H](CC(=O)O)C(=O)O (aspartic acid), S(=O)(=O)([O-])[O-].[Na+].[Na+] (sodium sulfate), polysuccinimide. The product is N[C@@H](CC(=O)O)C(=O)O (aspartic acid), S(=O)(=O)([O-])[O-].[NH4+].[NH4+] (ammonium sulfate). As a reaction SMILES: [NH2:1][C@H:2]([C:7]([OH:9])=[O:8])[CH2:3][C:4]([OH:6])=[O:5].[S:10]([O-:14])([O-:13])(=[O:12])=[O:11].[Na+].[Na+]>>[NH2:1][C@H:2]([C:7]([OH:9])=[O:8])[CH2:3][C:4]([OH:6])=[O:5].[S:10]([O-:14])([O-:13])(=[O:12])=[O:11].[NH4+:1].[NH4+:1] |f:1.2.3,5.6.7|. Procedure details: The reaction mixture of aspartic acid and sodium sulfate at a reaction temperature of about 170° C. in Example 48 produced polysuccinimide of higher Mw than that which was obtained with a reaction mixture of aspartic acid and ammonium sulfate in Example 39 but of only slightly higher Mn. At higher reaction temperatures, however, there was substantially no observable differences between the use of either sodium sulfate or ammonium sulfate, based on the Mw of the 10 polysuccinimide produced. On th... The reactants are [B+3], Cc1c(N2CCC(=O)CC2)c(F)cc2c(=O)c(C(=O)O)cn(C3CC3)c12, [Na+], [Na+], [OH-], [OH-], [OH-], [OH-], [OH-], O, O=S(=O)(O)O. The product is Cc1c(N2CCC(O)CC2)c(F)cc2c(=O)c(C(=O)O)cn(C3CC3)c12. RXN SMILES: [B+3:28].[CH:1]1([n:4]2[cH:5][c:6]([C:24](=[O:25])[OH:26])[c:7](=[O:23])[c:8]3[cH:9][c:10]([F:22])[c:11]([N:15]4[CH2:16][CH2:17][C:18](=[O:21])[CH2:19][CH2:20]4)[c:12]([CH3:14])[c:13]23)[CH2:2][CH2:3]1.[Na+:29].[Na+:40].[OH-:27].[OH-:30].[OH-:31].[OH-:32].[OH-:39].[OH2:33].[S:34](=[O:35])(=[O:36])([OH:37])[OH:38]>>[CH:1]1([n:4]2[cH:5][c:6]([C:24](=[O:25])[OH:26])[c:7](=[O:23])[c:8]3[cH:9][c:10]([F:22])[c:11]([N:15]4[CH2:16][CH2:17][CH:18]([OH:21])[CH2:19][CH2:20]4)[c:12]([CH3:14])[c:13]23)[CH2:2][CH2:3]1. Reactants: S(O)(O)(=O)=O (sulphuric acid), C(=O)N (formamide), ClC1=CC=C(C(=O)OC(C(=O)OCC)C(C)=O)C=C1 (ethyl 2-(4-chlorobenzoyloxy)-3-oxo-butyrate). Run at temperature 140 celsius. Product: ClC1=CC=C(C=C1)C=1OC(=C(N1)C)C(=O)OCC (ethyl 2-(4-chlorophenyl)-4-methyl-5-oxazolecarboxylate). The yield is 55.6%. RXN SMILES: S(=O)(=O)(O)O.C([NH2:8])=O.[Cl:9][C:10]1[CH:27]=[CH:26][C:13]([C:14]([O:16][CH:17]([C:23](=O)[CH3:24])[C:18]([O:20][CH2:21][CH3:22])=[O:19])=O)=[CH:12][CH:11]=1>>[Cl:9][C:10]1[CH:27]=[CH:26][C:13]([C:14]2[O:16][C:17]([C:18]([O:20][CH2:21][CH3:22])=[O:19])=[C:23]([CH3:24])[N:8]=2)=[CH:12][CH:11]=1. Reported procedure: 19.6 g (0.2 mol) of concentrated sulphuric acid were added dropwise during 10 minutes to 90 g (2 mol) of formamide, the temperature of the solution being held below 10° C. by external cooling, 26.8 g (0.09 mol) of ethyl 2-(4-chlorobenzoyloxy)-3-oxo-butyrate were added and the stirred solution was heated at 140° C. for 2 hours. The cooled suspension was partitioned between 400 ml of water and 300 ml of diethyl ether. The organic phase was washed twice with 200 ml of 1N hydrochloric acid each time... The reactants are Cl.C(#N)CN (cyanomethylamine hydrochloride), C(C(=O)Cl)(=O)Cl (oxalyl chloride), Cl (hydrogen chloride). Solvent: O1CCOCC1 (dioxane). Product: C(#N)CNC(C(=O)Cl)=O ([(Cyanomethyl)amino]oxoacetyl chloride). As a reaction SMILES: Cl.[C:2]([CH2:4][NH2:5])#[N:3].[C:6](Cl)(=[O:10])[C:7]([Cl:9])=[O:8].Cl>O1CCOCC1>[C:2]([CH2:4][NH:5][C:6](=[O:10])[C:7]([Cl:9])=[O:8])#[N:3] |f:0.1|. Procedure details: 20 mM of cyanomethylamine hydrochloride and 25 mM of oxalyl chloride in 100 mM of absolute dioxane are heated at 60°-70° while passing through a stream of nitrogen. After one hour a clear solution results and there is no evidence of hydrogen chloride in the nitrogen stream. The solvent is evaporated under vacuum and the residual, light brown oil is taken up in methylene chloride, filtered over charcoal and stored at -30° until it is to be used.